From a dataset of the Open Reaction Database (ORD), a public repository of structured organic reaction records. describe an organic reaction: reactants, conditions, products, and yield Reactants: C(C)OC(CC=1C=C(C(=CC1)OC)C1=C(C=C(C=C1)C(F)(F)F)CBr)=O ((2′-bromomethyl-6-methoxy-4′-trifluoromethyl-biphenyl-3-yl)-acetic acid ethyl ester), FC(CS)(F)F (2,2,2-trifluoroethanethiol). Product: C(C)OC(CC=1C=C(C(=CC1)OC)C1=C(C=C(C=C1)C(F)(F)F)CSCC(F)(F)F)=O ([6-Methoxy-2′-(2,2,2-trifluoro-ethylsulfanylmethyl)-4′-trifluoromethyl-biphenyl-3-yl]-acetic acid ethyl ester). Reaction SMILES: [CH2:1]([O:3][C:4](=[O:26])[CH2:5][C:6]1[CH:7]=[C:8]([C:14]2[CH:19]=[CH:18][C:17]([C:20]([F:23])([F:22])[F:21])=[CH:16][C:15]=2[CH2:24]Br)[C:9]([O:12][CH3:13])=[CH:10][CH:11]=1)[CH3:2].[F:27][C:28]([F:32])([F:31])[CH2:29][SH:30]>>[CH2:1]([O:3][C:4](=[O:26])[CH2:5][C:6]1[CH:7]=[C:8]([C:14]2[CH:19]=[CH:18][C:17]([C:20]([F:23])([F:22])[F:21])=[CH:16][C:15]=2[CH2:24][S:30][CH2:29][C:28]([F:32])([F:31])[F:27])[C:9]([O:12][CH3:13])=[CH:10][CH:11]=1)[CH3:2]. Reported procedure: Prepared according to the procedure described in Example 1, Step 6, using the following starting materials: (2′-bromomethyl-6-methoxy-4′-trifluoromethyl-biphenyl-3-yl)-acetic acid ethyl ester and 2,2,2-trifluoroethanethiol. Conditions: time 4 hour. Yield: 98.5%. Reactants: COC(=O)C1=CC2=C(C=3N=C(SC3CCO2)C2=NN=CN2C(C)C)C=C1 (2-(4-isopropyl-4H-[1,2,4]triazol-3-yl)-4,5-dihydro-6-oxa-3-thia-1-aza-benzo[e]azulene-8-carboxylic acid methyl ester), [H-].[H-].[H-].[H-].[Li+].[Al+3] (LiAlH4). Run in C1CCOC1 (THF). Reported procedure: To a solution of 2-(4-isopropyl-4H-[1,2,4]triazol-3-yl)-4,5-dihydro-6-oxa-3-thia-1-aza-benzo[e]azulene-8-carboxylic acid methyl ester (620 mg, 1.67 mmol) in THF (12 mL) at 0° C. was added LiAlH4 (152 mg, 4.02 mmol). The reaction mixture was stirred for 4 hours at RT before being quenched with H2O (0.15 mL), 15% NaOH(aq) (0.15 mL) and H2O (0.45 mL). The precipitate was removed by filtration, washing with methanol/DCM, and then the filtrate was concentrated in vacuo to yield the title compound as ... Reaction SMILES: C[O:2][C:3]([C:5]1[CH:26]=[CH:25][C:8]2[C:9]3[N:10]=[C:11]([C:17]4[N:21]([CH:22]([CH3:24])[CH3:23])[CH:20]=[N:19][N:18]=4)[S:12][C:13]=3[CH2:14][CH2:15][O:16][C:7]=2[CH:6]=1)=O.[H-].[H-].[H-].[H-].[Li+].[Al+3]>C1COCC1>[CH:22]([N:21]1[CH:20]=[N:19][N:18]=[C:17]1[C:11]1[S:12][C:13]2[CH2:14][CH2:15][O:16][C:7]3[CH:6]=[C:5]([CH2:3][OH:2])[CH:26]=[CH:25][C:8]=3[C:9]=2[N:10]=1)([CH3:24])[CH3:23] |f:1.2.3.4.5.6|. Product: C(C)(C)N1C(=NN=C1)C=1SC=2CCOC3=C(C2N1)C=CC(=C3)CO ([2-(4-Isopropyl-4H-[1,2,4]triazol-3-yl)-4,5-dihydro-6-oxa-3-thia-1-aza-benzo[e]azulen-8-yl]-methanol). Starting materials: [H-].[Na+] (sodium hydride), CO (methanol), C(C1=CC=CC=C1)OC1=CC=C(OC2=C(C=C(CCl)C=C2)[N+](=O)[O-])C=C1 (4-[4-(benzyloxy)phenoxy]-3-nitrobenzyl chloride). The solvent is O (water). Reaction conditions: time 30 minute. The product is COCC1=CC(=CC=C1)[N+](=O)[O-] (4-(methoxymethyl)-2-nitrobenzene). As a reaction SMILES: [H-].[Na+].[CH3:3][OH:4].C(OC1C=CC(O[C:18]2[CH:25]=[CH:24][C:21]([CH2:22]Cl)=[CH:20][C:19]=2[N+:26]([O-:28])=[O:27])=CC=1)C1C=CC=CC=1>O>[CH3:3][O:4][CH2:22][C:21]1[CH:24]=[CH:25][CH:18]=[C:19]([N+:26]([O-:28])=[O:27])[CH:20]=1 |f:0.1|. Reported procedure: 60% Oily sodium hydride (0.22 g, 5.5 mmol) was added to methanol (50 ml) under ice-cooling, and after stirring at room temperature for 30 minutes, 4-[4-(benzyloxy)phenoxy]-3-nitrobenzyl chloride (1.00 g, 2.7 mmol) was added thereto, followed by stirring for 3 hours. The reaction solution was poured into water and extracted with ethyl acetate. After drying, the solvent was evaporated under reduced pressure, and the residue was purified by silica gel column chromatography [eluent; hexane - chlorof... Starting materials: CNC(C1=CC(=C(C=C1)[N+](=O)[O-])OC1=C(C=C(C=C1)F)F)=O (N-methyl-3-(2,4-difluorophenoxy)-4-nitrobenzamide), [Cl-].[NH4+] (ammonium chloride). The reagents and catalysts are [Fe] (iron). The solvent is C(C)O (ethanol), O (water). The product is CNC(C1=CC(=C(C=C1)N)OC1=C(C=C(C=C1)F)F)=O (N-methyl-4-amino-3-(2,4-difluorophenoxy)benzamide). Yield: 100.3%. Reaction SMILES: [CH3:1][NH:2][C:3](=[O:22])[C:4]1[CH:9]=[CH:8][C:7]([N+:10]([O-])=O)=[C:6]([O:13][C:14]2[CH:19]=[CH:18][C:17]([F:20])=[CH:16][C:15]=2[F:21])[CH:5]=1.[Cl-].[NH4+]>C(O)C.O.[Fe]>[CH3:1][NH:2][C:3](=[O:22])[C:4]1[CH:9]=[CH:8][C:7]([NH2:10])=[C:6]([O:13][C:14]2[CH:19]=[CH:18][C:17]([F:20])=[CH:16][C:15]=2[F:21])[CH:5]=1 |f:1.2|. Reported procedure: A mixture of N-methyl-3-(2,4-difluorophenoxy)-4-nitrobenzamide (0.85 g), iron powder (0.8 g) and ammonium chloride (80 mg) in ethanol (20 ml) and water (10 ml) was refluxed with stirring for an hour. The insoluble materials were filtered, and the filtrate was concentrated under reduced pressure. The residue was dissolved in ethyl acetate, washed with a saturated aqueous solution of sodium chloride, dried over magnesium sulfate, and concentrated to give a powder of N-methyl-4-amino-3-(2,4-difluor... Reactants: CC1=CC(=NC=2N1N=CC2)S (7-methylpyrazolo[1,5-a]pyrimidine-5-thiol), CC(=O)OCC1=C(N2[C@@H]([C@@H](C2=O)N)SC1)C(=O)O ((7R)-7-amino-cephalosporanic acid). The solvent is solution, B(F)(F)F (boron trifluoride), C(C)#N (acetonitrile). Run at time 1 hour. Product: N[C@H]1[C@H]2SCC(=C(N2C1=O)C(=O)O)CSC1=NC=2N(C(=C1)C)N=CC2 ((6R,7R)-7-amino-3-[[(7-methylpyrazolo[1,5-a]pyrimidin-5-yl]thio]methyl]-8-oxo-5-thia-1-azabicyclo[4.2.0]oct-2-ene-2-carboxylic acid). Reaction SMILES: [CH3:1][C:2]1[N:7]2[N:8]=[CH:9][CH:10]=[C:6]2[N:5]=[C:4]([SH:11])[CH:3]=1.CC(O[CH2:16][C:17]1[CH2:26][S:25][C@@H:20]2[C@H:21]([NH2:24])[C:22](=[O:23])[N:19]2[C:18]=1[C:27]([OH:29])=[O:28])=O>B(F)(F)F.C(#N)C>[NH2:24][C@@H:21]1[C:22](=[O:23])[N:19]2[C@@H:20]1[S:25][CH2:26][C:17]([CH2:16][S:11][C:4]1[CH:3]=[C:2]([CH3:1])[N:7]3[N:8]=[CH:9][CH:10]=[C:6]3[N:5]=1)=[C:18]2[C:27]([OH:29])=[O:28]. Reported procedure: 0.70 g of 7-methylpyrazolo[1,5-a]pyrimidine-5-thiol and 1.15 g of (7R)-7-amino-cephalosporanic acid were dissolved in 10 ml of a 20 percent solution of boron trifluoride in acetonitrile and stirred at room temperature for 1 hour. The reaction mixture was concentrated and taken up in 10 ml of water. The solid was filtered off under suction. There was obtained (6R,7R)-7-amino-3-[[(7-methylpyrazolo[1,5-a]pyrimidin-5-yl]thio]methyl]-8-oxo-5-thia-1-azabicyclo[4.2.0]oct-2-ene-2-carboxylic acid as a re... Reactants: COC1=C(NC=C1)\C=C\1/C(NC2=CC=CC(=C12)C#CCCC(=O)O)=O ((Z)-5-[2,3-Dihydro-3-[(3-methoxy-1H-pyrrol-2-yl)methylene]-2-oxo-1H-indol-4-yl]-4-pentynoic acid), [OH-].[Na+] (sodium hydroxide). Solvent: O1CCCC1 (tetrahydrofuran). Yields the product [Na+].COC1=C(NC=C1)\C=C\1/C(NC2=CC=CC(=C12)C#CCCC(=O)[O-])=O ((Z)-5-[2,3-Dihydro-3-[(3-methoxy-1H-pyrrol-2-yl)methylene]-2-oxo-1H-indol-4-yl]-4-pentynoic acid Sodium salt). Reaction SMILES: [CH3:1][O:2][C:3]1[CH:7]=[CH:6][NH:5][C:4]=1/[CH:8]=[C:9]1\[C:10](=[O:25])[NH:11][C:12]2[C:17]\1=[C:16]([C:18]#[C:19][CH2:20][CH2:21][C:22]([OH:24])=[O:23])[CH:15]=[CH:14][CH:13]=2.[OH-].[Na+:27]>O1CCCC1>[Na+:27].[CH3:1][O:2][C:3]1[CH:7]=[CH:6][NH:5][C:4]=1/[CH:8]=[C:9]1\[C:10](=[O:25])[NH:11][C:12]2[C:17]\1=[C:16]([C:18]#[C:19][CH2:20][CH2:21][C:22]([O-:24])=[O:23])[CH:15]=[CH:14][CH:13]=2 |f:1.2,4.5|. Reported procedure: (Z)-5-[2,3-Dihydro-3-[(3-methoxy-1H-pyrrol-2-yl)methylene]-2-oxo-1H-indol-4-yl]-4-pentynoic acid (100 mg, 3 mmol) (from Example 10 above) was dissolved in tetrahydrofuran (1 mL), and 1N sodium hydroxide (3 mL) was added. The resulting product, (Z)-5-[2,3-dihydro-3-[(3-methoxy-1H-pyrrol-2-yl)methylene]-2-oxo-1H-indol-4-yl]-4-pentynoic acid sodium salt, was purified via reverse-phase HPLC (acetonitrile-water over 15 minutes).